From a dataset of the Open Reaction Database (ORD), a public repository of structured organic reaction records. describe an organic reaction: reactants, conditions, products, and yield Reactants: Brc1cnn(C2CCNCC2)c1, CI, CN(C)C=O, O. The product is CN1CCC(n2cc(Br)cn2)CC1. RXN SMILES: [Br:1][c:2]1[cH:3][n:4][n:5]([CH:7]2[CH2:8][CH2:9][NH:10][CH2:11][CH2:12]2)[cH:6]1.[CH3:13][I:14].[O:16]=[CH:17][N:18]([CH3:19])[CH3:20].[OH2:15]>>[Br:1][c:2]1[cH:3][n:4][n:5]([CH:7]2[CH2:8][CH2:9][N:10]([CH3:13])[CH2:11][CH2:12]2)[cH:6]1. The reactants are COC=1C=C2C=CNC2=CC1 (5-methoxyindole), [C@@H]1([C@@H](CCCC1)N)N (trans-1,2-cyclohexanediamine), IC=1C=C(C=C(C1)C)C (5-iodo-m-xylene), [O-]P(=O)([O-])[O-].[K+].[K+].[K+] (K3PO4). Reagents/catalysts: [Cu]I (CuI). The solvent is CCCCCC.C(C)(=O)OCC (hexane ethyl acetate), O1CCOCC1 (dioxane). Product: CC=1C=C(C=C(C1)C)N1C=CC2=CC(=CC=C12)OC (1-(3,5-Dimethylphenyl)-5-methoxyindole). Yield: 99.5%. RXN SMILES: [CH3:1][O:2][C:3]1[CH:4]=[C:5]2[C:9](=[CH:10][CH:11]=1)[NH:8][CH:7]=[CH:6]2.I[C:13]1[CH:14]=[C:15]([CH3:20])[CH:16]=[C:17]([CH3:19])[CH:18]=1.[O-]P([O-])([O-])=O.[K+].[K+].[K+].[C@@H]1(N)CCCC[C@H]1N>[Cu]I.CCCCCC.C(OCC)(=O)C.O1CCOCC1>[CH3:20][C:15]1[CH:14]=[C:13]([N:8]2[C:9]3[C:5](=[CH:4][C:3]([O:2][CH3:1])=[CH:11][CH:10]=3)[CH:6]=[CH:7]2)[CH:18]=[C:17]([CH3:19])[CH:16]=1 |f:2.3.4.5,8.9|. Procedure details: Using the general procedure outlined in Example 63, 5-methoxyindole (0.177 g, 1.20 mmol) was coupled with 5-iodo-m-xylene (144 μL, 1.00 mmol) using CuI (2.0 mg, 0.010 mmol, 1.0 mol %), K3PO4 (2.1 mmol), trans-1,2-cyclohexanediamine (12 μL, 0.10 mmol, 10 mol %) and dioxane (1.0 mL) to give the crude product. Column chromatography (2×15 cm, hexane:ethyl acetate 50:1) provided 0.250 g (100% yield) of the product as a white solid. 1H NMR (400 MHz, CDCl3): δ 7.66 (d, 1H, J=8.9 Hz), 7.43 (d, 1H, J=3.2... Reactants: COc1ccccc1CCN, COc1ccccc1CCNS(=O)(=O)c1ccc(Oc2ccc(F)cc2)cc1, Cc1ccc(S(=O)(=O)Cl)cc1. The product is COc1ccccc1CCNS(=O)(=O)c1ccc(C)cc1. RXN SMILES: [CH3:1][O:2][c:3]1[c:4]([CH2:5][CH2:6][NH2:7])[cH:8][cH:9][cH:10][cH:11]1.[F:23][c:24]1[cH:25][cH:26][c:27]([O:28][c:29]2[cH:30][cH:31][c:32]([S:33]([NH:34][CH2:35][CH2:36][c:37]3[cH:38][cH:39][cH:40][cH:41][c:42]3[O:43][CH3:44])(=[O:45])=[O:46])[cH:47][cH:48]2)[cH:49][cH:50]1.[c:12]1([CH3:22])[cH:13][cH:14][c:15]([S:18](=[O:19])(=[O:20])[Cl:21])[cH:16][cH:17]1>>[CH3:1][O:2][c:3]1[c:4]([CH2:5][CH2:6][NH:7][S:18]([c:15]2[cH:14][cH:13][c:12]([CH3:22])[cH:17][cH:16]2)(=[O:19])=[O:20])[cH:8][cH:9][cH:10][cH:11]1. The reactants are B, COC(=O)C1CC(=O)N(CC2COc3ccccc3O2)C1, CO, C1CCOC1. The product is COC(=O)C1CCN(CC2COc3ccccc3O2)C1. RXN SMILES: [B:22].[CH3:1][O:2][C:3](=[O:4])[CH:5]1[CH2:6][N:7]([CH2:11][CH:12]2[CH2:13][O:14][c:15]3[c:16]([cH:18][cH:19][cH:20][cH:21]3)[O:17]2)[C:8](=[O:10])[CH2:9]1.[CH3:23][OH:24].[O:25]1[CH2:26][CH2:27][CH2:28][CH2:29]1>>[CH3:1][O:2][C:3](=[O:4])[CH:5]1[CH2:6][N:7]([CH2:11][CH:12]2[CH2:13][O:14][c:15]3[c:16]([cH:18][cH:19][cH:20][cH:21]3)[O:17]2)[CH2:8][CH2:9]1. Reactants: O=C([O-])CCCCC(=O)OCc1ccccc1, CC1(C)CC(=O)CC(=O)C1, CCOC(C)=O, CCCCCC, CN(C)c1ccncc1, C(=NC1CCCCC1)=NC1CCCCC1, ClCCl. Product: CC1(C)CC(=O)C(=C(O)CCCCC(=O)OCc2ccccc2)C(=O)C1. RXN SMILES: [C:1]([CH2:2][CH2:3][CH2:4][CH2:5][C:6](=[O:7])[O-:8])(=[O:9])[O:10][CH2:11][c:12]1[cH:13][cH:14][cH:15][cH:16][cH:17]1.[CH3:18][C:19]1([CH3:27])[CH2:20][C:21](=[O:26])[CH2:22][C:23](=[O:25])[CH2:24]1.[CH3:43][CH2:44][O:45][C:46]([CH3:47])=[O:48].[CH3:49][CH2:50][CH2:51][CH2:52][CH2:53][CH3:54].[CH3:58][N:59]([CH3:60])[c:61]1[cH:62][cH:63][n:64][cH:65][cH:66]1.[CH:28]1([N:29]=[C:30]=[N:31][CH:32]2[CH2:33][CH2:34][CH2:35][CH2:36][CH2:37]2)[CH2:38][CH2:39][CH2:40][CH2:41][CH2:42]1.[Cl:55][CH2:56][Cl:57]>>[C:1]([CH2:2][CH2:3][CH2:4][CH2:5][C:6]([OH:8])=[C:22]1[C:21](=[O:26])[CH2:20][C:19]([CH3:18])([CH3:27])[CH2:24][C:23]1=[O:25])(=[O:9])[O:10][CH2:11][c:12]1[cH:13][cH:14][cH:15][cH:16][cH:17]1.